The task is: describe an organic reaction: reactants, conditions, products, and yield. This data is from the Open Reaction Database (ORD), a public repository of structured organic reaction records. Reactants: CC(CCCCC)=O (2-heptanone), C[Si](OC(C)=O)(OC(C)=O)C (dimethyldiacetoxysilane), high density polyethylene, C(CC(=O)C)(=O)OCC (ethyl acetoacetate). The reagents and catalysts are C(C)(=O)[O-].C[N+](C)(C)C (tetramethylammonium acetate). Run in N#N (N2). Run at temperature 125 celsius, time 30 second. Yields the product CC(CCCCC)=O.C(CC(=O)C)(=O)OCC (2-Heptanone Ethyl Acetoacetate). RXN SMILES: [C:1]([O:7][CH2:8][CH3:9])(=[O:6])[CH2:2][C:3]([CH3:5])=[O:4].[CH3:10][C:11](=[O:17])[CH2:12][CH2:13][CH2:14][CH2:15][CH3:16].C[Si](C)(OC(=O)C)OC(=O)C>C([O-])(=O)C.C[N+](C)(C)C.N#N>[CH3:10][C:11](=[O:17])[CH2:12][CH2:13][CH2:14][CH2:15][CH3:16].[C:1]([O:7][CH2:8][CH3:9])(=[O:6])[CH2:2][C:3]([CH3:5])=[O:4] |f:3.4,6.7|. Reported procedure: 0.0126 g tetramethylammonium acetate (Aldrich Chemical Company, Milwaukee, Wis. 53201), were added to 1.247 g ethyl acetoacetate, the mix was stirred until dissolution, then 44.24 g of 2-heptanone (Ultra Pure Solutions Inc., Castroville, Calif. 85012), and 4.49 g of dimethyldiacetoxysilane (Gelest, Tullytone, Pa. 19007) were added in a 60 ml particle free high density polyethylene bottle. The solution was mixed vigorously for one minute. After mixing, the diluted precursor was hand filtered to 0... Reactants: C(C)(C)(C)C=1C=C(C#N)C=CC1 (3-tert-butylbenzonitrile). The reagents and catalysts are [Ni] (Raney Nickel). Run in CO (MeOH), [OH-].[NH4+] (ammonium hydroxide). Reaction conditions: time 2 hour. The product is C(C)(C)(C)C=1C=C(C=CC1)CN ((3-tert-butylphenyl)methanamine). Reaction SMILES: [C:1]([C:5]1[CH:6]=[C:7]([CH:10]=[CH:11][CH:12]=1)[C:8]#[N:9])([CH3:4])([CH3:3])[CH3:2]>CO.[OH-].[NH4+].[Ni]>[C:1]([C:5]1[CH:6]=[C:7]([CH2:8][NH2:9])[CH:10]=[CH:11][CH:12]=1)([CH3:4])([CH3:2])[CH3:3] |f:2.3|. Procedure details: To 3-tert-butylbenzonitrile (400 mg) in MeOH (5 mL), aqueous ammonium hydroxide (1 mL) and Raney Nickel (catalytic) were added and the reaction mixture was hydrogenated at 50 psi for 2 h. Then the reaction mixture was filtered and solvent evaporated. (3-tert-butylphenyl)methanamine was used without any purification. Reactants: Intermediate 20, BrC=1C=C(C=CC1C)S(=O)(=O)N1CCC1 (1-(3-bromo-4-methyl-benzenesulfonyl)-azetidine), BrC=1C=C(C=CC1C)S(=O)(=O)N1CCC1 (1-(3-bromo-4-methyl-benzenesulfonyl)-azetidine), C(C)(C)(C)OC(COC1=C(C=C(C=C1)Cl)C#C)=O (tert-butyl(4-chloro-2-ethynylphenoxy)acetate), C(C)(C)(C)OC(COC1=C(C=C(C=C1)Cl)C#C)=O (tert-butyl(4-chloro-2-ethynylphenoxy)acetate). The product is C(C)(C)(C)OC(COC1=C(C=C(C=C1)Cl)C#CC1=C(C=CC(=C1)S(=O)(=O)N1CCC1)C)=O (tert-butyl(2-{[5-(azetidin-1-ylsulfonyl)-2-methylphenyl]ethynyl}-4-chlorophenoxy)acetate). RXN SMILES: [C:1]([O:5][C:6](=[O:18])[CH2:7][O:8][C:9]1[CH:14]=[CH:13][C:12]([Cl:15])=[CH:11][C:10]=1[C:16]#[CH:17])([CH3:4])([CH3:3])[CH3:2].Br[C:20]1[CH:21]=[C:22]([S:27]([N:30]2[CH2:33][CH2:32][CH2:31]2)(=[O:29])=[O:28])[CH:23]=[CH:24][C:25]=1[CH3:26]>>[C:1]([O:5][C:6](=[O:18])[CH2:7][O:8][C:9]1[CH:14]=[CH:13][C:12]([Cl:15])=[CH:11][C:10]=1[C:16]#[C:17][C:20]1[CH:21]=[C:22]([S:27]([N:30]2[CH2:33][CH2:32][CH2:31]2)(=[O:28])=[O:29])[CH:23]=[CH:24][C:25]=1[CH3:26])([CH3:4])([CH3:3])[CH3:2]. Procedure details: Following the general method as outlined in Intermediate 20, starting from (4-chloro-2-ethynyl-phenoxy)-acetic acid tert-butyl ester (Intermediate 3) and 1-(3-bromo-4-methyl-benzenesulfonyl)-azetidine (Intermediate 155), the title compound was obtained as a yellow sticky solid after purification by flash column chromatography (silica), eluting with cyclohexane containing increasing amounts of EtOAc. Reactants: C1CCOC1, [Cl-], COc1ccc(Cl)cc1, Cc1ccccc1[Mg+]. Product: COc1ccc(-c2ccccc2C)cc1. Reaction SMILES: [CH2:19]1[O:20][CH2:21][CH2:22][CH2:23]1.[Cl-:10].[Cl:1][c:2]1[cH:3][cH:4][c:5]([O:8][CH3:9])[cH:6][cH:7]1.[c:11]1([CH3:18])[c:12]([Mg+:17])[cH:13][cH:14][cH:15][cH:16]1>>[c:2]1(-[c:12]2[c:11]([CH3:18])[cH:16][cH:15][cH:14][cH:13]2)[cH:3][cH:4][c:5]([O:8][CH3:9])[cH:6][cH:7]1. The reactants are C(=O)NC=1SC=C(N1)C(C(=O)O)=NOCC(=O)OC(C)(C)C (2-(2-Formamidothiazol-4-yl)-2-tert-butoxycarbonylmethoxyiminoacetic acid), P(=O)(Cl)(Cl)Cl (phosphoryl chloride), NC1[C@@H]2N(C(=C(CS2)C(CCCNC(=O)OC(C)(C)C)SC2=NN=NN2)C(=O)O)C1=O (7-amino-3-[1-(3-tert-butoxycarbonylamino propyl)-1H-tetrazol-5-ylthiomethyl]-3-cephem-4-carboxylic acid), C([O-])([O-])=O.[Na+].[Na+] (sodium carbonate). The solvent is O (water), CC(=O)C (acetone), O1CCCC1 (tetrahydrofuran), CN(C=O)C (N, N-dimethylformamide). Yields the product C(=O)NC=1SC=C(N1)C(C(=O)NC1[C@@H]2N(C(=C(CS2)C(CCCNC(=O)OC(C)(C)C)SC2=NN=NN2)C(=O)O)C1=O)=NOCC(=O)OC(C)(C)C (7-[2-(2-formamidothiazol-4-yl)-2-tert-butoxycarbonylmethoxyiminoacetamido]-3-[1-(3-tert-butoxycarbonylaminopropyl)-1H-tetrazol-5-ylthiomethyl]-3-cephem-4-carboxylic acid). Yield: 99.8%. RXN SMILES: [CH:1]([NH:3][C:4]1[S:5][CH:6]=[C:7]([C:9](=[N:13][O:14][CH2:15][C:16]([O:18][C:19]([CH3:22])([CH3:21])[CH3:20])=[O:17])[C:10]([OH:12])=O)[N:8]=1)=[O:2].P(Cl)(Cl)(Cl)=O.[NH2:28][CH:29]1[C:57](=[O:58])[N:31]2[C:32]([C:54]([OH:56])=[O:55])=[C:33]([CH:36]([S:48][C:49]3[NH:53][N:52]=[N:51][N:50]=3)[CH2:37][CH2:38][CH2:39][NH:40][C:41]([O:43][C:44]([CH3:47])([CH3:46])[CH3:45])=[O:42])[CH2:34][S:35][C@H:30]12.C(=O)([O-])[O-].[Na+].[Na+]>O.CC(C)=O.O1CCCC1.CN(C)C=O>[CH:1]([NH:3][C:4]1[S:5][CH:6]=[C:7]([C:9](=[N:13][O:14][CH2:15][C:16]([O:18][C:19]([CH3:22])([CH3:21])[CH3:20])=[O:17])[C:10]([NH:28][CH:29]2[C:57](=[O:58])[N:31]3[C:32]([C:54]([OH:56])=[O:55])=[C:33]([CH:36]([S:48][C:49]4[NH:50][N:51]=[N:52][N:53]=4)[CH2:37][CH2:38][CH2:39][NH:40][C:41]([O:43][C:44]([CH3:46])([CH3:45])[CH3:47])=[O:42])[CH2:34][S:35][C@H:30]23)=[O:12])[N:8]=1)=[O:2] |f:3.4.5|. Reported procedure: 2-(2-Formamidothiazol-4-yl)-2-tert-butoxycarbonylmethoxyiminoacetic acid (syn isomer, 16.5 g.), N, N-dimethylformamide (4.4 g.), phosphoryl chloride (9.2 g.), 7-amino-3-[1-(3-tert-butoxycarbonylamino propyl)-1H-tetrazol-5-ylthiomethyl]-3-cephem-4-carboxylic acid (23.6 g.), sodium carbonate (5.3 g.), tetrahydrofuran (100 ml.), acetone (150 ml.) and water (150 ml.) were treated in a similar manner to that of Example 11-(1) to give 7-[2-(2-formamidothiazol-4-yl)-2-tert-butoxycarbonylmethoxyiminoace... Reactants: O (water), N1=CN=CC2=CC(=CC=C12)C=O (6-quinazolinecarboxaldehyde), S1C(=S)NC(=O)C1 (rhodanine), C(C)(=O)[O-].[Na+] (sodium acetate). The solvent is C(C)(=O)O (acetic acid). Conditions: temperature 130 celsius, time 12 hour. The product is N1=CN=CC2=CC(=CC=C12)C=C1C(NC(S1)=S)=O (5-quinazolin-6-ylmethylene-2-thioxo-thiazolidin-4-one). The yield is 100.1%. Reaction SMILES: [N:1]1[C:10]2[C:5](=[CH:6][C:7]([CH:11]=O)=[CH:8][CH:9]=2)[CH:4]=[N:3][CH:2]=1.[S:13]1[CH2:19][C:17](=[O:18])[NH:16][C:14]1=[S:15].C([O-])(=O)C.[Na+].O>C(O)(=O)C>[N:1]1[C:10]2[C:5](=[CH:6][C:7]([CH:11]=[C:19]3[S:13][C:14](=[S:15])[NH:16][C:17]3=[O:18])=[CH:8][CH:9]=2)[CH:4]=[N:3][CH:2]=1 |f:2.3|. Procedure details: The suspension of 6-quinazolinecarboxaldehyde (example 1a, 1.5 g, 9.5 mmol), rhodanine (1.26 g, 9.5 mmol) and sodium acetate (3.11 g, 38 mmol) in acetic acid (10 mL) was stirred at 130° C. for 12 h. After cooling to room temperature, water (40 mL) was added. The solid was collected by filtration, washed with water and dried to obtain 5-quinazolin-6-ylmethylene-2-thioxo-thiazolidin-4-one (2.6 g, 100%) as a solid. LC-MS m/e 274 (MH+). The reactants are FC1=C(C=CC(=C1)N(S(=O)(=O)C1=C(C=CC=C1)[N+](=O)[O-])CC=1C=C(C=CC1)C1=C(C=C(C=C1C)O)C)CCC(=O)OC(C)(C)C (tert-butyl 3-(2-fluoro-4-{[(4′-hydroxy-2′,6′-dimethylbiphenyl-3-yl)methyl][(2-nitrophenyl)sulfonyl]amino}phenyl)propanoate), S1CCC(CC1)O (tetrahydro-2H-thiopyran-4-ol), C1(=CC=CC=C1)P(C1=CC=CC=C1)C1=CC=CC=C1 (triphenylphosphine), N(=NC(=O)OCC)C(=O)OCC (diethyl azodicarboxylate), S1CCC(CC1)O (tetrahydro-2H-thiopyran-4-ol), C1(=CC=CC=C1)P(C1=CC=CC=C1)C1=CC=CC=C1 (triphenylphosphine), N(=NC(=O)OCC)C(=O)OCC (diethyl azodicarboxylate). Solvent: O1CCCC1 (tetrahydrofuran). The product is CC1=C(C(=CC(=C1)OC1CCSCC1)C)C1=CC(=CC=C1)CN(C1=CC(=C(C=C1)CCC(=O)OC(C)(C)C)F)S(=O)(=O)C1=C(C=CC=C1)[N+](=O)[O-] (tert-butyl 3-(4-{{[2′,6′-dimethyl-4′-(tetrahydro-2H-thiopyran-4-yloxy)biphenyl-3-yl]methyl}[(2-nitrophenyl)sulfonyl]amino}-2-fluorophenyl)propanoate). Isolated yield 100.7%. As a reaction SMILES: [F:1][C:2]1[CH:7]=[C:6]([N:8]([CH2:21][C:22]2[CH:23]=[C:24]([C:28]3[C:33]([CH3:34])=[CH:32][C:31]([OH:35])=[CH:30][C:29]=3[CH3:36])[CH:25]=[CH:26][CH:27]=2)[S:9]([C:12]2[CH:17]=[CH:16][CH:15]=[CH:14][C:13]=2[N+:18]([O-:20])=[O:19])(=[O:11])=[O:10])[CH:5]=[CH:4][C:3]=1[CH2:37][CH2:38][C:39]([O:41][C:42]([CH3:45])([CH3:44])[CH3:43])=[O:40].[S:46]1[CH2:51][CH2:50][CH:49](O)[CH2:48][CH2:47]1.C1(P(C2C=CC=CC=2)C2C=CC=CC=2)C=CC=CC=1.N(C(OCC)=O)=NC(OCC)=O>O1CCCC1>[CH3:36][C:29]1[CH:30]=[C:31]([O:35][CH:49]2[CH2:50][CH2:51][S:46][CH2:47][CH2:48]2)[CH:32]=[C:33]([CH3:34])[C:28]=1[C:24]1[CH:25]=[CH:26][CH:27]=[C:22]([CH2:21][N:8]([S:9]([C:12]2[CH:17]=[CH:16][CH:15]=[CH:14][C:13]=2[N+:18]([O-:20])=[O:19])(=[O:10])=[O:11])[C:6]2[CH:5]=[CH:4][C:3]([CH2:37][CH2:38][C:39]([O:41][C:42]([CH3:45])([CH3:44])[CH3:43])=[O:40])=[C:2]([F:1])[CH:7]=2)[CH:23]=1. Procedure: To a solution of tert-butyl 3-(2-fluoro-4-{[(4′-hydroxy-2′,6′-dimethylbiphenyl-3-yl)methyl][(2-nitrophenyl)sulfonyl]amino}phenyl)propanoate (3.0 g, 4.73 mmol), tetrahydro-2H-thiopyran-4-ol (0.62 g, 5.20 mmol) and triphenylphosphine (1.36 g, 5.20 mmol) in tetrahydrofuran (60 mL) was added diethyl azodicarboxylate (40% toluene solution, 2.79 mL, 6.15 mmol) under stirring at room temperature, and the mixture was stirred for 16 hr. To the reaction mixture were added reagents (tetrahydro-2H-thiopyran...